Dataset: the Open Reaction Database (ORD), a public repository of structured organic reaction records. Task: describe an organic reaction: reactants, conditions, products, and yield Starting materials: COCCC(=O)O, Cl, NC1CCC(CCN2CCC(c3cccc4c3OCO4)CC2)CC1. The product is COCCC(=O)NC1CCC(CCN2CCC(c3cccc4c3OCO4)CC2)CC1. RXN SMILES: [CH3:26][O:27][CH2:28][CH2:29][C:30](=[O:31])[OH:32].[ClH:1].[O:2]1[CH2:3][O:4][c:5]2[c:6]1[cH:7][cH:8][cH:9][c:10]2[CH:11]1[CH2:12][CH2:13][N:14]([CH2:17][CH2:18][CH:19]2[CH2:20][CH2:21][CH:22]([NH2:25])[CH2:23][CH2:24]2)[CH2:15][CH2:16]1>>[O:2]1[CH2:3][O:4][c:5]2[c:6]1[cH:7][cH:8][cH:9][c:10]2[CH:11]1[CH2:12][CH2:13][N:14]([CH2:17][CH2:18][CH:19]2[CH2:20][CH2:21][CH:22]([NH:25][C:30]([CH2:29][CH2:28][O:27][CH3:26])=[O:31])[CH2:23][CH2:24]2)[CH2:15][CH2:16]1. Reactants: NC1=C(C(=O)NC2=CC=NC=C2)C=C(C=N1)Br (2-amino-5-bromo-N-pyridin-4-yl-nicotinamide), CC1(OB(OC1(C)C)C1=C(C=CC=C1)O)C (2-(4,4,5,5-tetramethyl-1,3,2-dioxaborolan-2-yl)phenol). Product: NC1=C(C(=O)NC2=CC=NC=C2)C=C(C=N1)C1=C(C=CC=C1)O (2-Amino-5-(2-hydroxy-phenyl)-N-pyridin-4-yl-nicotinamide). As a reaction SMILES: [NH2:1][C:2]1[N:16]=[CH:15][C:14](Br)=[CH:13][C:3]=1[C:4]([NH:6][C:7]1[CH:12]=[CH:11][N:10]=[CH:9][CH:8]=1)=[O:5].CC1(C)C(C)(C)OB([C:26]2[CH:31]=[CH:30][CH:29]=[CH:28][C:27]=2[OH:32])O1>>[NH2:1][C:2]1[N:16]=[CH:15][C:14]([C:26]2[CH:31]=[CH:30][CH:29]=[CH:28][C:27]=2[OH:32])=[CH:13][C:3]=1[C:4]([NH:6][C:7]1[CH:12]=[CH:11][N:10]=[CH:9][CH:8]=1)=[O:5]. Reported procedure: Reaction of 2-amino-5-bromo-N-pyridin-4-yl-nicotinamide with 2-(4,4,5,5-tetramethyl-1,3,2-dioxaborolan-2-yl)phenol gives “A73”; method 1: HPLC/MS: 1.16 min, [M+H]=307; Starting materials: C(CCC)[Li] (n-Butyl lithium), BrC=1C=NC(=NC1)SC (5-Bromo-2-methylthio-pyrimidine), CSC1=C2OC(OC2=C(C=2OC(OC21)(C)C)C(=O)C2=C1C(OC(O1)(C)C)=C(C1=C2OC(O1)(C)C)SC)(C)C (Bis(8-methylthio-2,2,6,6-tetramethylbenzo[1,2-d:4,5-d']bis(1,3)dioxole-4-yl)ketone). The solvent is C(C)OCC (diethyl ether), C1CCOC1 (THF). Reaction conditions: temperature -75 celsius, time 8 hour. Yields the product CSC1=C2OC(OC2=C(C=2OC(OC21)(C)C)C(O)(C=2C=NC(=NC2)SC)C2=C1C(OC(O1)(C)C)=C(C1=C2OC(O1)(C)C)SC)(C)C (Bis(8-Methylmercapto-2,2,6,6-tetramethylbenzo[1,2-d:4,5-d']bis(1,3)dioxole-4-yl)-mono(2-methylmercapto-pyrimidin-5-yl)methanol). As a reaction SMILES: Br[C:2]1[CH:3]=[N:4][C:5]([S:8][CH3:9])=[N:6][CH:7]=1.C([Li])CCC.[CH3:15][S:16][C:17]1[C:28]2[O:27][C:26]([CH3:30])([CH3:29])[O:25][C:24]=2[C:23]([C:31]([C:33]2[C:43]3[O:44][C:45]([CH3:48])([CH3:47])[O:46][C:42]=3[C:41]([S:49][CH3:50])=[C:35]3[O:36][C:37]([CH3:40])([CH3:39])[O:38][C:34]=23)=[O:32])=[C:22]2[C:18]=1[O:19][C:20]([CH3:52])([CH3:51])[O:21]2>C1COCC1.C(OCC)C>[CH3:50][S:49][C:41]1[C:35]2[O:36][C:37]([CH3:39])([CH3:40])[O:38][C:34]=2[C:33]([C:31]([C:23]2[C:22]3[O:21][C:20]([CH3:52])([CH3:51])[O:19][C:18]=3[C:17]([S:16][CH3:15])=[C:28]3[O:27][C:26]([CH3:30])([CH3:29])[O:25][C:24]=23)([C:2]2[CH:3]=[N:4][C:5]([S:8][CH3:9])=[N:6][CH:7]=2)[OH:32])=[C:43]2[C:42]=1[O:46][C:45]([CH3:48])([CH3:47])[O:44]2. Procedure details: 5-Bromo-2-methylthio-pyrimidine (0.250 g, 1.2195 mmol) was dissolved in THF (50 mL, sodium benzophenone ketyl) and cooled to -105° C. n-Butyl lithium (0.455 ml in toluene, 1.2195 ml) was added and the temperature was increased to -75° C. for 15 minutes and thereafter reduced to -105° C. Bis(8-methylthio-2,2,6,6-tetramethylbenzo[1,2-d:4,5-d']-bis(1,3)dioxole-4-yl)ketone (0.63146 g, 1.1236 mmol, Example 59) was added in solid form and the temperature was gradually increased to room temperature (re... Starting materials: C(C)C1=C(C=CC=C1)C (ethyltoluene), C1(C=2C(C(=O)O1)=CC=CC2)=O (phthalic anhydride). The solvent is C1(=CC=CC=C1)C (toluene). Run at temperature 70 celsius. Product: C1(=CC=C(C=C1)C1=C(C(=O)O)C=CC=C1)C (o-(p-toluyl)-benzoic acid). Isolated yield 107.5%. RXN SMILES: [CH2:1]([C:3]1[CH:8]=CC=[CH:5][C:4]=1C)[CH3:2].[C:10]1(=[O:20])[O:15][C:13](=O)[C:12]2=[CH:16][CH:17]=[CH:18][CH:19]=[C:11]12>C1(C)C=CC=CC=1>[C:3]1([CH3:8])[CH:4]=[CH:5][C:13]([C:12]2[CH:16]=[CH:17][CH:18]=[CH:19][C:11]=2[C:10]([OH:15])=[O:20])=[CH:2][CH:1]=1. Reported procedure: To a mixture of 108 g of the complex obtained in Example 1 and 92 g of toluene were added gradually 14.8 g of phthalic anhydride while stirring, and the mixture was maintained at 70°C for 2 hours after the addition. The reaction mixture was treated as usual to obtain 22.8 g of o-(p-toluyl)-benzoic acid. As a reaction SMILES: [CH3:1][N:2]([N:6]1[CH:10]=[N:9][N:8]=[C:7]1[N:11](C(=O)C)[N:12]=[CH:13][C:14]1[C:19]([Cl:20])=[CH:18][CH:17]=[CH:16][C:15]=1[Cl:21])C(=O)C>C(O)(=O)C.Cl.O>[ClH:20].[Cl:21][C:15]1[CH:16]=[CH:17][CH:18]=[C:19]([Cl:20])[C:14]=1[CH:13]=[N:12][NH:11][C:7]1[N:6]([NH:2][CH3:1])[CH:10]=[N:9][N:8]=1 |f:4.5|. The reactants are CN(C(C)=O)N1C(=NN=C1)N(N=CC1=C(C=CC=C1Cl)Cl)C(C)=O (4-(N-Methylacetamido)-3-[1-acetyl-2-(2,6-dichlorobenzylidene)hydrazino]-1,2,4-triazole). Yields the product Cl.ClC1=C(C=NNC2=NN=CN2NC)C(=CC=C1)Cl (3-(2,6-Dichlorobenzylidenehydrazino)-4-methylamino-1, 2, 4-triazolehydrochloride). Solvent: C(C)(=O)O (acetic acid), Cl (hydrochloric acid), O (water). Procedure details: A solution of 6.2 g of 4-(N-Methylacetamido)-3-[1-acetyl-2-(2,6-dichlorobenzylidene)hydrazino]-1,2,4-triazole in 50 ml of acetic acid, 50 ml of concentrated hydrochloric acid and 50 ml of water is heated at reflux overnight. The solution is evaporated and the residue is recrystallized from ethanolisopropyl ether. Reactants: COCCN(Cc1cccnc1)C(=O)OCc1ccccc1, CCO. Yields the product COCCNCc1cccnc1. RXN SMILES: [CH3:1][O:2][CH2:3][CH2:4][N:5]([C:6](=[O:7])[O:8][CH2:9][c:10]1[cH:11][cH:12][cH:13][cH:14][cH:15]1)[CH2:16][c:17]1[cH:18][n:19][cH:20][cH:21][cH:22]1.[CH3:23][CH2:24][OH:25]>>[CH3:1][O:2][CH2:3][CH2:4][NH:5][CH2:16][c:17]1[cH:18][n:19][cH:20][cH:21][cH:22]1.